Dataset: the Open Reaction Database (ORD), a public repository of structured organic reaction records. Task: describe an organic reaction: reactants, conditions, products, and yield The reactants are BrC(C=O)CCC1=CC=C(C=C1)C(=O)OC (2-bromo-4-(4-carbomethoxyphenyl)butanal), NC1=NC(=CC(=N1)N)O (2,4-diamino-6-hydroxypyrimidine). The product is NC1=NC(C2=C(N1)NC=C2CCC2=CC=C(C(=O)OC)C=C2)=O (methyl 4-[2-(2-amino-4,7-dihydro-4-oxo-1H-pyrrolo[2,3-d]pyrimidin-5-yl)ethyl]benzoate). As a reaction SMILES: Br[CH:2]([CH2:5][CH2:6][C:7]1[CH:12]=[CH:11][C:10]([C:13]([O:15][CH3:16])=[O:14])=[CH:9][CH:8]=1)[CH:3]=O.[NH2:17][C:18]1[N:23]=[C:22]([NH2:24])[CH:21]=[C:20]([OH:25])[N:19]=1>>[NH2:17][C:18]1[NH:23][C:22]2[NH:24][CH:3]=[C:2]([CH2:5][CH2:6][C:7]3[CH:12]=[CH:11][C:10]([C:13]([O:15][CH3:16])=[O:14])=[CH:9][CH:8]=3)[C:21]=2[C:20](=[O:25])[N:19]=1. Procedure: reacting 2-bromo-4-(4-carbomethoxyphenyl)butanal with 2,4-diamino-6-hydroxypyrimidine to give methyl 4-[2-(2-amino-4,7-dihydro-4-oxo-1H-pyrrolo[2,3-d]pyrimidin-5-yl)ethyl]benzoate; Starting materials: C(C(=C)CC(=O)O)(=O)O (Itaconic acid), C1(=CC=CC=C1)[C@H](C)N ((S)-1-phenylethylamine), O (water). Solvent: CN1C(N(CC1)C)=O (1,3-dimethylimidazolidinone). Conditions: temperature 80 celsius, time 1 hour. Product: C1(=CC=CC=C1)[C@H](C)N1CC(CC1=O)C(=O)O (1-((S)-1-phenylethyl)-5-oxo-3-pyrrolidinecarboxylic acid). Yield: 81.6%. As a reaction SMILES: [C:1]([OH:9])(=[O:8])[C:2]([CH2:4][C:5](O)=[O:6])=[CH2:3].[C:10]1([C@@H:16]([NH2:18])[CH3:17])[CH:15]=[CH:14][CH:13]=[CH:12][CH:11]=1.O>CN1CCN(C)C1=O>[C:10]1([C@@H:16]([N:18]2[C:5](=[O:6])[CH2:4][CH:2]([C:1]([OH:9])=[O:8])[CH2:3]2)[CH3:17])[CH:15]=[CH:14][CH:13]=[CH:12][CH:11]=1. Procedure: Itaconic acid (650 g) and (S)-1-phenylethylamine (605 g) were suspended in 1,3-dimethylimidazolidinone (650 ml), and the suspension was stirred at 80° C. for 1 hr with heating, and further at 120° C. for 3 hr with heating. The mixture was cooled to room temperature, and water (4 l) was added. The precipitated crystals were collected by filtration and dried to give 950 g of 1-((S)-1-phenylethyl)-5-oxo-3-pyrrolidinecarboxylic acid. The crystals were recrystallized 3 times with isopropyl alcohol to... Starting materials: CCN(CC)CCN, ClCCl, Cl, O=[N+]([O-])c1ccc(F)cc1. Product: CCN(CC)CCNc1ccc([N+](=O)[O-])cc1, Cl. As a reaction SMILES: [CH2:1]([CH3:2])[N:3]([CH2:4][CH2:5][NH2:6])[CH2:7][CH3:8].[Cl:20][CH2:21][Cl:22].[ClH:19].[F:9][c:10]1[cH:11][cH:12][c:13]([N+:16](=[O:17])[O-:18])[cH:14][cH:15]1>>[CH2:1]([CH3:2])[N:3]([CH2:4][CH2:5][NH:6][c:10]1[cH:11][cH:12][c:13]([N+:16](=[O:17])[O-:18])[cH:14][cH:15]1)[CH2:7][CH3:8].[ClH:19]. The reactants are C(#C)C1=CC(=C(C=C1)N)[N+](=O)[O-] (4-ethynyl-2-nitro-phenylamine), IC1=CC=C2C=NNC2=C1 (6-iodo-1H-indazole). Reagents/catalysts: Cl[Pd]([P](C1=CC=CC=C1)(C2=CC=CC=C2)C3=CC=CC=C3)([P](C4=CC=CC=C4)(C5=CC=CC=C5)C6=CC=CC=C6)Cl (dichlorobis(triphenylphosphine)palladium(II)), [Cu]Cl (copper(I) chloride). Run in C1CCOC1 (THF), C(C)N(CC)CC (triethyl amine). Conditions: time 8 hour. Yields the product N1N=CC2=CC=C(C=C12)C#CC1=CC(=C(C=C1)N)[N+](=O)[O-] (4-(1H-indazol-6-ylethynyl)-2-nitrophenylamine). Isolated yield 34.7%. RXN SMILES: [C:1]([C:3]1[CH:8]=[CH:7][C:6]([NH2:9])=[C:5]([N+:10]([O-:12])=[O:11])[CH:4]=1)#[CH:2].I[C:14]1[CH:22]=[C:21]2[C:17]([CH:18]=[N:19][NH:20]2)=[CH:16][CH:15]=1>C1COCC1.C(N(CC)CC)C.Cl[Pd](Cl)([P](C1C=CC=CC=1)(C1C=CC=CC=1)C1C=CC=CC=1)[P](C1C=CC=CC=1)(C1C=CC=CC=1)C1C=CC=CC=1.[Cu]Cl>[NH:20]1[C:21]2[C:17](=[CH:16][CH:15]=[C:14]([C:2]#[C:1][C:3]3[CH:8]=[CH:7][C:6]([NH2:9])=[C:5]([N+:10]([O-:12])=[O:11])[CH:4]=3)[CH:22]=2)[CH:18]=[N:19]1 |^1:37,56|. Procedure details: A mixture of 4-ethynyl-2-nitro-phenylamine (1.306 g, 8.05 mmol), 6-iodo-1H-indazole (1.965 g, 8.05 mmol), dichlorobis(triphenylphosphine)palladium(II) (122 mg, 0.24 mmol) and copper(I) chloride (54.4 mg, 0.28 mmol) in THF (8 mL) and triethyl amine (8 mL) was stirred at room temperature overnight. Purification by column chromatography on silica gel gave 4-(1H-indazol-6-ylethynyl)-2-nitrophenylamine as red solid (777 mg, 2.79 mmol, yield 35%). LC-MS m/z: 279 (M+1)+. Reactants: CCOc1cc(C(C)(C)C)ncc1C1=NC(C)(c2ccc(Cl)cc2)C(C)(c2ccc(Cl)cc2)N1C(=O)N1CCC(CC(=O)O)CC1, COCCCNCCCOC. The product is CCOc1cc(C(C)(C)C)ncc1C1=NC(C)(c2ccc(Cl)cc2)C(C)(c2ccc(Cl)cc2)N1C(=O)N1CCC(CC(=O)N(CCCOC)CCCOC)CC1. Reaction SMILES: [C:1]([CH3:2])([CH3:3])([CH3:4])[c:5]1[cH:6][c:7]([O:44][CH2:45][CH3:46])[c:8]([C:11]2=[N:15][C:14]([CH3:16])([c:17]3[cH:18][cH:19][c:20]([Cl:23])[cH:21][cH:22]3)[C:13]([CH3:24])([c:25]3[cH:26][cH:27][c:28]([Cl:31])[cH:29][cH:30]3)[N:12]2[C:32](=[O:33])[N:34]2[CH2:35][CH2:36][CH:37]([CH2:40][C:41](=[O:42])[OH:43])[CH2:38][CH2:39]2)[cH:9][n:10]1.[CH3:47][O:48][CH2:49][CH2:50][CH2:51][NH:52][CH2:53][CH2:54][CH2:55][O:56][CH3:57]>>[C:1]([CH3:2])([CH3:3])([CH3:4])[c:5]1[cH:6][c:7]([O:44][CH2:45][CH3:46])[c:8]([C:11]2=[N:15][C:14]([CH3:16])([c:17]3[cH:18][cH:19][c:20]([Cl:23])[cH:21][cH:22]3)[C:13]([CH3:24])([c:25]3[cH:26][cH:27][c:28]([Cl:31])[cH:29][cH:30]3)[N:12]2[C:32](=[O:33])[N:34]2[CH2:35][CH2:36][CH:37]([CH2:40][C:41](=[O:42])[N:52]([CH2:51][CH2:50][CH2:49][O:48][CH3:47])[CH2:53][CH2:54][CH2:55][O:56][CH3:57])[CH2:38][CH2:39]2)[cH:9][n:10]1. Reactants: C(C1=CC=CC=C1)OCC1=NC=C(C(=N1)O)C(=O)OCC (Ethyl 2-(benzyloxymethyl)-4-hydroxypyrimidine-5-carboxylate), C(C1=CC=CC=C1)OCC1=NC=C(C(=N1)O)C(=O)OCC (Ethyl 2-(benzyloxymethyl)-4-hydroxypyrimidine-5-carboxylate). Run in [OH-].[K+] (KOH). The product is C(C1=CC=CC=C1)OCC1=NC=C(C(=N1)O)C(=O)O (2-(benzyloxymethyl)-4-hydroxypyrimidine-5-carboxylic acid). The yield is 95.0%. As a reaction SMILES: [CH2:1]([O:8][CH2:9][C:10]1[N:15]=[C:14]([OH:16])[C:13]([C:17]([O:19]CC)=[O:18])=[CH:12][N:11]=1)[C:2]1[CH:7]=[CH:6][CH:5]=[CH:4][CH:3]=1>[OH-].[K+]>[CH2:1]([O:8][CH2:9][C:10]1[N:15]=[C:14]([OH:16])[C:13]([C:17]([OH:19])=[O:18])=[CH:12][N:11]=1)[C:2]1[CH:7]=[CH:6][CH:5]=[CH:4][CH:3]=1 |f:1.2|. Procedure details: A mixture of step C product (2-d) (10.0 g, crude) in a 3% KOH solution (200 mL) was stirred at 70° C. for 1 h, then cooled to room temperature. The material then washed with DCM (200 mL×2). The aqueous phase was acidified with 5% HCl to pH 1˜2, filtrated and then dried to afford product as a white solid (2-e) (6.2 g, 95% for 2 steps). 1H NMR (300 MHz, CD3OD): δ4.56 (s, 2H), 4.72 (s, 2H), 7.33-7.40 (m, 5H), 8.61 (s, 1H), LC-MS: (M+H)+ 261. The reactants are NC(=O)c1[nH]c(Cl)cc1-c1ccc(N)cc1, O=C=Nc1cc(C(F)(F)F)ccc1F, C1CCOC1. The product is NC(=O)c1[nH]c(Cl)cc1-c1ccc(NC(=O)Nc2cc(C(F)(F)F)ccc2F)cc1. RXN SMILES: [Cl:1][c:2]1[cH:3][c:4](-[c:10]2[cH:11][cH:12][c:13]([NH2:16])[cH:14][cH:15]2)[c:5]([C:7](=[O:8])[NH2:9])[nH:6]1.[F:17][c:18]1[c:19]([N:28]=[C:29]=[O:30])[cH:20][c:21]([C:24]([F:25])([F:26])[F:27])[cH:22][cH:23]1.[O:31]1[CH2:32][CH2:33][CH2:34][CH2:35]1>>[Cl:1][c:2]1[cH:3][c:4](-[c:10]2[cH:11][cH:12][c:13]([NH:16][C:29]([NH:28][c:19]3[c:18]([F:17])[cH:23][cH:22][c:21]([C:24]([F:25])([F:26])[F:27])[cH:20]3)=[O:30])[cH:14][cH:15]2)[c:5]([C:7](=[O:8])[NH2:9])[nH:6]1.